Dataset: the Open Reaction Database (ORD), a public repository of structured organic reaction records. Task: describe an organic reaction: reactants, conditions, products, and yield Starting materials: C(C)S(=O)(=O)C1=CC(=C(C=C1)F)F (3,4-difluorophenyl ethyl sulfone), ClC1=C(C=C(C=C1)CC(=O)O)O ((4-Chloro-3-hydroxyphenyl)acetic acid). The product is ClC1=C(C=C(C=C1)CC(=O)O)OC1=C(C=C(C=C1)S(=O)(=O)CC)F ({4-chloro-3-[4-(ethylsulfonyl)-2-fluorophenoxy]phenyl}acetic acid). As a reaction SMILES: [CH2:1]([S:3]([C:6]1[CH:11]=[CH:10][C:9](F)=[C:8]([F:13])[CH:7]=1)(=[O:5])=[O:4])[CH3:2].[Cl:14][C:15]1[CH:20]=[CH:19][C:18]([CH2:21][C:22]([OH:24])=[O:23])=[CH:17][C:16]=1[OH:25]>>[Cl:14][C:15]1[CH:20]=[CH:19][C:18]([CH2:21][C:22]([OH:24])=[O:23])=[CH:17][C:16]=1[O:25][C:9]1[CH:10]=[CH:11][C:6]([S:3]([CH2:1][CH3:2])(=[O:5])=[O:4])=[CH:7][C:8]=1[F:13]. Procedure: The title compound was prepared by the method of example 2 step (iii) using the product of step (ii) and the product of example 1 step (iii). The reactants are BrC1=NC=CC(=C1)C1=C(C(=CC2=CC(=C(C=C12)OC)OC)C(=O)OC)C(=O)OC (1-(2-Bromo-4-pyridyl)-2,3-bis(methoxycarbonyl)-6,7-dimethoxynaphthalene), O=C1NC2=CC=CC=C2CC1 (2-oxo-1,2,3,4-tetrahydroquinoline). Yields the product O=C1N(C2=CC=CC=C2CC1)C1=NC=CC(=C1)C1=C(C(=CC2=CC(=C(C=C12)OC)OC)C(=O)OC)C(=O)OC (1-[2-(2-oxo-1,2,3,4-tetrahydroquinolin-1-yl)-4-pyridyl]-2,3-bis(methoxycarbonyl)-6,7-dimethoxynaphthalene). As a reaction SMILES: Br[C:2]1[CH:7]=[C:6]([C:8]2[C:17]3[C:12](=[CH:13][C:14]([O:20][CH3:21])=[C:15]([O:18][CH3:19])[CH:16]=3)[CH:11]=[C:10]([C:22]([O:24][CH3:25])=[O:23])[C:9]=2[C:26]([O:28][CH3:29])=[O:27])[CH:5]=[CH:4][N:3]=1.[O:30]=[C:31]1[CH2:40][CH2:39][C:38]2[C:33](=[CH:34][CH:35]=[CH:36][CH:37]=2)[NH:32]1>>[O:30]=[C:31]1[CH2:40][CH2:39][C:38]2[C:33](=[CH:34][CH:35]=[CH:36][CH:37]=2)[N:32]1[C:2]1[CH:7]=[C:6]([C:8]2[C:17]3[C:12](=[CH:13][C:14]([O:20][CH3:21])=[C:15]([O:18][CH3:19])[CH:16]=3)[CH:11]=[C:10]([C:22]([O:24][CH3:25])=[O:23])[C:9]=2[C:26]([O:28][CH3:29])=[O:27])[CH:5]=[CH:4][N:3]=1. Procedure: 1-(2-Bromo-4-pyridyl)-2,3-bis(methoxycarbonyl)-6,7-dimethoxynaphthalene and 2-oxo-1,2,3,4-tetrahydroquinoline are treated in the same manner as in Example 6-(2) to give 1-[2-(2-oxo-1,2,3,4-tetrahydroquinolin-1-yl)-4-pyridyl]-2,3-bis(methoxycarbonyl)-6,7-dimethoxynaphthalene. The reactants are C(C1=CC=CC=C1)OC1=C(N=C2C(OCCN2C1=O)(C)C)C(=O)NCC1=CN=C(S1)C (3-(benzyloxy)-9,9-dimethyl-N-((2-methylthiazol-5-yl)methyl)-4-oxo-4,6,7,9-tetrahydropyrimido[2,1-c][1,4]oxazine-2-carboxamide), [H][H] (hydrogen). The reagents and catalysts are [Pd] (palladium on activated carbon). The solvent is C(C)(=O)OCC (ethyl acetate), C(C)O (ethanol). Yields the product OC1=C(N=C2C(OCCN2C1=O)(C)C)C(=O)NCC1=CN=C(S1)C (3-Hydroxy-9,9-dimethyl-N-((2-methylthiazol-5-yl)methyl)-4-oxo-4,6,7,9-tetrahydropyrimido[2,1-c][1,4]oxazine-2-carboxamide). Isolated yield 92.1%. As a reaction SMILES: C([O:8][C:9]1[C:18](=[O:19])[N:17]2[C:12]([C:13]([CH3:21])([CH3:20])[O:14][CH2:15][CH2:16]2)=[N:11][C:10]=1[C:22]([NH:24][CH2:25][C:26]1[S:30][C:29]([CH3:31])=[N:28][CH:27]=1)=[O:23])C1C=CC=CC=1.[H][H]>C(OCC)(=O)C.C(O)C.[Pd]>[OH:8][C:9]1[C:18](=[O:19])[N:17]2[C:12]([C:13]([CH3:20])([CH3:21])[O:14][CH2:15][CH2:16]2)=[N:11][C:10]=1[C:22]([NH:24][CH2:25][C:26]1[S:30][C:29]([CH3:31])=[N:28][CH:27]=1)=[O:23]. Procedure: A solution of 3-(benzyloxy)-9,9-dimethyl-N-((2-methylthiazol-5-yl)methyl)-4-oxo-4,6,7,9-tetrahydropyrimido[2,1-c][1,4]oxazine-2-carboxamide (0.210 g, 0.477 mmol) in a mixture of ethyl acetate (200 ml) and ethanol (50 ml) at 25° C. was hydrogenated over 10% palladium on activated carbon (0.25 g) and under one atmosphere of hydrogen for two hours to give 0.154 g (92% yield) of the title compound as white crystals; mp 245° C. (ethanol). 1HNMR 400 MHz (CDCl3) δ (ppm): 1.60 (6H, s, 2×CH3), 2.71 (3H, ... Starting materials: CO, CSc1ccc(C2=C(c3ccc(F)cc3)CC(C)(C)C2)cc1, O, O. Product: CC1(C)CC(c2ccc(F)cc2)=C(c2ccc(S(C)(=O)=O)cc2)C1. RXN SMILES: [CH3:24][OH:25].[F:1][c:2]1[cH:3][cH:4][c:5]([C:8]2=[C:9]([c:15]3[cH:16][cH:17][c:18]([S:21][CH3:22])[cH:19][cH:20]3)[CH2:10][C:11]([CH3:13])([CH3:14])[CH2:12]2)[cH:6][cH:7]1.[OH2:23].[OH2:26]>>[F:1][c:2]1[cH:3][cH:4][c:5]([C:8]2=[C:9]([c:15]3[cH:16][cH:17][c:18]([S:21]([CH3:22])(=[O:23])=[O:25])[cH:19][cH:20]3)[CH2:10][C:11]([CH3:13])([CH3:14])[CH2:12]2)[cH:6][cH:7]1. Reaction SMILES: Cl[C:2]1[N:3]=[C:4]([NH:21][C:22]2[CH:30]=[CH:29][CH:28]=[C:27]3[C:23]=2[CH:24]=[N:25][NH:26]3)[C:5]2[CH:10]=[CH:9][N:8]([S:11]([C:14]3[CH:20]=[CH:19][C:17]([CH3:18])=[CH:16][CH:15]=3)(=[O:13])=[O:12])[C:6]=2[N:7]=1.[NH2:31][C:32]1[CH:37]=[CH:36][C:35]([N:38]2[CH2:43][CH2:42][N:41]([C:44](=[O:46])[CH3:45])[CH2:40][CH2:39]2)=[CH:34][CH:33]=1.C[Si](Cl)(C)C>C(O)CCC>[NH:26]1[C:27]2[C:23](=[C:22]([NH:21][C:4]3[C:5]4[CH:10]=[CH:9][N:8]([S:11]([C:14]5[CH:20]=[CH:19][C:17]([CH3:18])=[CH:16][CH:15]=5)(=[O:13])=[O:12])[C:6]=4[N:7]=[C:2]([NH:31][C:32]4[CH:33]=[CH:34][C:35]([N:38]5[CH2:39][CH2:40][N:41]([C:44](=[O:46])[CH3:45])[CH2:42][CH2:43]5)=[CH:36][CH:37]=4)[N:3]=3)[CH:30]=[CH:29][CH:28]=2)[CH:24]=[N:25]1. Yields the product N1N=CC2=C(C=CC=C12)NC=1C2=C(N=C(N1)NC1=CC=C(C=C1)N1CCN(CC1)C(C)=O)N(C=C2)S(=O)(=O)C2=CC=C(C)C=C2 (1-(4-(4-(4-(1H-indazol-4-ylamino)-7-tosyl-7H-pyrrolo[2,3-d]pyrimidin-2-ylamino)phenyl)piperazin-1-yl)ethanone). Reactants: ClC=1N=C(C2=C(N1)N(C=C2)S(=O)(=O)C2=CC=C(C)C=C2)NC2=C1C=NNC1=CC=C2 (2-chloro-N-(1H-indazol-4-yl)-7-tosyl-7H-pyrrolo[2,3-d]pyrimidin-4-amine), NC1=CC=C(C=C1)N1CCN(CC1)C(C)=O (1-(4-(4-aminophenyl)piperazin-1-yl)ethanone), C[Si](C)(C)Cl (TMSCl). Conditions: temperature 115 celsius. Solvent: C(CCC)O (nBuOH). Procedure details: To a mixture of 2-chloro-N-(1H-indazol-4-yl)-7-tosyl-7H-pyrrolo[2,3-d]pyrimidin-4-amine (0.12 g, 0.27 mmol) and 1-(4-(4-aminophenyl)piperazin-1-yl)ethanone (0.12 g, 0.54 mmol) in nBuOH (2 ml) was added TMSCl (0.017 mL, 0.14 mmol). After heating at 115° C. for 24 h, the mixture was purified by preparative HPLC to give 1-(4-(4-(4-(1H-indazol-4-ylamino)-7-tosyl-7H-pyrrolo[2,3-d]pyrimidin-2-ylamino)phenyl)piperazin-1-yl)ethanone.